Dataset: the Open Reaction Database (ORD), a public repository of structured organic reaction records. Task: describe an organic reaction: reactants, conditions, products, and yield Starting materials: ClC1=C(C=C(C(=C1)N(C)C)F)C1=C(C(=NC=C1)OS(=O)(=O)C(F)(F)F)[N+](=O)[O-] (Trifluoro-methanesulfonic acid 4-(2-chloro-4-dimethylamino-5-fluoro-phenyl)-3-nitro-pyridin-2-yl ester), Cl.C1(CC1)C(CC)N (1-cyclopropyl-propylamine HCl). Product: ClC1=C(C=C(C(=C1)N(C)C)F)C1=C(C(=NC=C1)NC(CC)C1CC1)[N+](=O)[O-] ([4-(2-chloro-4-dimethylamino-5-fluoro-phenyl)-3-nitro-pyridin-2-yl]-(1-cyclopropyl-propyl)-amine). Yield: 43.4%. Reaction SMILES: [Cl:1][C:2]1[CH:7]=[C:6]([N:8]([CH3:10])[CH3:9])[C:5]([F:11])=[CH:4][C:3]=1[C:12]1[CH:17]=[CH:16][N:15]=[C:14](OS(C(F)(F)F)(=O)=O)[C:13]=1[N+:26]([O-:28])=[O:27].Cl.[CH:30]1([CH:33]([NH2:36])[CH2:34][CH3:35])[CH2:32][CH2:31]1>>[Cl:1][C:2]1[CH:7]=[C:6]([N:8]([CH3:10])[CH3:9])[C:5]([F:11])=[CH:4][C:3]=1[C:12]1[CH:17]=[CH:16][N:15]=[C:14]([NH:36][CH:33]([CH:30]2[CH2:32][CH2:31]2)[CH2:34][CH3:35])[C:13]=1[N+:26]([O-:28])=[O:27] |f:1.2|. Procedure: Trifluoro-methanesulfonic acid 4-(2-chloro-4-dimethylamino-5-fluoro-phenyl)-3-nitro-pyridin-2-yl ester (548 mg, 1.76 mmol) and 1-cyclopropyl-propylamine HCl (479 mg, 3.5 mmol) were treated substantially as described in Part C of Example 19a to produce 300 mg (43%) of crude [4-(2-chloro-4-dimethylamino-5-fluoro-phenyl)-3-nitro-pyridin-2-yl]-(1-cyclopropyl-propyl)-amine: MS (EI) m/z 393.22 [(M+H)+, 100]. Reactants: ice, Cl (hydrochloric acid), C1(=CC=CC=C1)CCC(=O)O (3-phenylpropionic acid), ClCC(=O)Cl (chloroacetyl chloride), [Cl-].[Al+3].[Cl-].[Cl-] (aluminum chloride). Solvent: C(CCl)Cl (ethylenedichloride), C(CCl)Cl (ethylene dichloride). Reaction conditions: time 1 hour. Yields the product ClCC(=O)C1=CC=C(C=C1)CCC(=O)O (3-[4-(chloroacetyl)phenyl]propionic acid). RXN SMILES: [C:1]1([CH2:7][CH2:8][C:9]([OH:11])=[O:10])[CH:6]=[CH:5][CH:4]=[CH:3][CH:2]=1.[Cl:12][CH2:13][C:14](Cl)=[O:15].[Cl-].[Al+3].[Cl-].[Cl-].Cl>C(Cl)CCl>[Cl:12][CH2:13][C:14]([C:4]1[CH:5]=[CH:6][C:1]([CH2:7][CH2:8][C:9]([OH:11])=[O:10])=[CH:2][CH:3]=1)=[O:15] |f:2.3.4.5|. Procedure: A solution of 3-phenylpropionic acid (50g.) in ethylenedichloride (200ml.) was added over 1 hour to a stirred mixture of chloroacetyl chloride (37.7g.) and aluminum chloride (48.9g.) in ethylene dichloride (550ml.) at room temperature. The resulting mixture was stirred for 1 hour and was then poured cautiously onto a mixture of ice (2kg.) and concentrated hydrochloric acid (50ml.). After stirring for a further 16 hours, the crude product was separated by filtration and recrystallised from water ... The reactants are CC1=NC=CC(=C1)NC(=O)C1=NC(=CC=C1NC=1C=NC=CC1)C (6-Methyl-3-(pyridin-3-ylamino)-pyridine-2-carboxylic acid (2-methyl-pyridin-4-yl)-amide), BrC=1C(=NC=CC1)C (3-Bromo-2-methylpyridine). The product is CC1=NC=CC(=C1)NC(=O)C1=NC(=CC=C1NC=1C(=NC=CC1)C)C (6-Methyl-3-(2-methyl-pyridin-3-ylamino)-pyridine-2-carboxylic acid (2-methyl-pyridin-4-yl)-amide). Reaction SMILES: [CH3:1][C:2]1[CH:7]=[C:6]([NH:8][C:9]([C:11]2[C:16]([NH:17][C:18]3[CH:19]=[N:20][CH:21]=[CH:22][CH:23]=3)=[CH:15][CH:14]=[C:13]([CH3:24])[N:12]=2)=[O:10])[CH:5]=[CH:4][N:3]=1.Br[C:26]1C(C)=NC=CC=1>>[CH3:1][C:2]1[CH:7]=[C:6]([NH:8][C:9]([C:11]2[C:16]([NH:17][C:18]3[C:19]([CH3:26])=[N:20][CH:21]=[CH:22][CH:23]=3)=[CH:15][CH:14]=[C:13]([CH3:24])[N:12]=2)=[O:10])[CH:5]=[CH:4][N:3]=1. Procedure details: The title compound, was prepared from 3-Amino-6-methyl-pyridine-2-carboxylic acid (2-methyl-pyridin-4-yl)-amide (example 5) in accordance with the general method of example 20 using 3-Bromo-2-methylpyridine instead of 3-Bromo-4-methylpyridine to yield the final compound as a yellow crystalline solid, MS (ISP): m/e=334.1 (M+H+). The reactants are C(C)(C)(C)OC(=O)NC(=N)C1=CC=C(C(=O)NCCN2C(C(N(CC2)C(CC(=O)OC(C2=CC=CC=C2)C2=CC=CC=C2)C=2C=NC=CC2)=O)=O)C=C1 (diphenylmethyl 3-[4-[2-(4-tert-butoxycarbonylamidinobenzoyl)aminoethyl]-2,3-dioxopiperazin-1yl]-3-(pyridin-3-yl)propionate), C1(=CC=CC=C1)OC (anisole), FC(C(=O)O)(F)F (trifluoroacetic acid). Conditions: time 3 hour. The product is C(N)(=N)C1=CC=C(C(=O)NCCN2C(C(N(CC2)C(CC(=O)O)C=2C=NC=CC2)=O)=O)C=C1 (3-[4-[2-(4-amidinobenzoyl) aminoethyl]-2,3-dioxopiperazin-1-yl]-3-(pyridin-3-yl) propionic acid). Yield: 31.8%. RXN SMILES: C(OC([NH:8][C:9]([C:11]1[CH:53]=[CH:52][C:14]([C:15]([NH:17][CH2:18][CH2:19][N:20]2[CH2:25][CH2:24][N:23]([CH:26]([C:44]3[CH:45]=[N:46][CH:47]=[CH:48][CH:49]=3)[CH2:27][C:28]([O:30]C(C3C=CC=CC=3)C3C=CC=CC=3)=[O:29])[C:22](=[O:50])[C:21]2=[O:51])=[O:16])=[CH:13][CH:12]=1)=[NH:10])=O)(C)(C)C.C1(OC)C=CC=CC=1.FC(F)(F)C(O)=O>>[C:9]([C:11]1[CH:12]=[CH:13][C:14]([C:15]([NH:17][CH2:18][CH2:19][N:20]2[CH2:25][CH2:24][N:23]([CH:26]([C:44]3[CH:45]=[N:46][CH:47]=[CH:48][CH:49]=3)[CH2:27][C:28]([OH:30])=[O:29])[C:22](=[O:50])[C:21]2=[O:51])=[O:16])=[CH:52][CH:53]=1)(=[NH:8])[NH2:10]. Reported procedure: To a mixture of 0.1 g of diphenylmethyl 3-[4-[2-(4-tert-butoxycarbonylamidinobenzoyl)aminoethyl]-2,3-dioxopiperazin-1yl]-3-(pyridin-3-yl)propionate and 1 ml of anisole was added 2 ml of trifluoroacetic acid, and the resulting mixture was stirred at room temperature for 3 hours. Then, the solvent was distilled off under reduced pressure and 2 ml of ethyl acetate, 1 ml of water and 1 ml of acetonitrile were added to the residue. To the resulting mixture was added 0.023 g of sodium hydrogencarbonat... The reactants are C(C)(C)(C)NS(=O)(=O)C1=CC=C(C=C1)C=1C=2C3=C(C(NC2C=CC1OC)=O)SC=C3 (N-tert-butyl-4-(8-methoxy-4-oxo-4,5-dihydrothieno[2,3-c]quinolin-9-yl)benzenesulfonamide), BrB(Br)Br (tribromoborane). The product is OC1=C(C=2C3=C(C(NC2C=C1)=O)SC=C3)C3=CC=C(C=C3)S(=O)(=O)N (4-(8-Hydroxy-4-oxo-4,5-dihydrothieno[2,3-c]quinolin-9-yl)benzenesulfonamide). Isolated yield 92.2%. Reaction SMILES: C([NH:5][S:6]([C:9]1[CH:14]=[CH:13][C:12]([C:15]2[C:16]3[C:17]4[CH:30]=[CH:29][S:28][C:18]=4[C:19](=[O:27])[NH:20][C:21]=3[CH:22]=[CH:23][C:24]=2[O:25]C)=[CH:11][CH:10]=1)(=[O:8])=[O:7])(C)(C)C.BrB(Br)Br>>[OH:25][C:24]1[CH:23]=[CH:22][C:21]2[NH:20][C:19](=[O:27])[C:18]3[S:28][CH:29]=[CH:30][C:17]=3[C:16]=2[C:15]=1[C:12]1[CH:11]=[CH:10][C:9]([S:6]([NH2:5])(=[O:8])=[O:7])=[CH:14][CH:13]=1. Reported procedure: Following General Procedure F, N-tert-butyl-4-(8-methoxy-4-oxo-4,5-dihydrothieno[2,3-c]quinolin-9-yl)benzenesulfonamide (4.3 g, 9.9 mmol) was reacted with tribromoborane (1.0 M in methylene chloride, 48 mL, 48 mmol) to afford the desired product (3.4 g, 94%) as a light red solid: 1H NMR (300 MHz, DMSO-d6) δ 11.83 (s, 1H), 9.12 (s, 1H), 7.96-7.95 (m, 2H), 7.76 (d, J=5.4 Hz, 1H), 7.48-7.47 (m, 4H), 7.41 (d, J=8.9 Hz, 1H), 7.18 (d, J=8.9 Hz, 1H), 5.91 (d, J=5.4 Hz, 1H); ESI MS m/z 373 [C17H12N2O4S2... Reactants: C1(CC1)C=1C(=NC=C(C1)C1CC1)N1CCN(CC1)C(=O)C1=CC=C(C=C1)I ([4-(3,5-dicyclopropylpyridin-2-yl)piperazin-1-yl](4-iodophenyl)methanone), O=C1OC[C@H](N1)COC(C1=CC=CC=C1)=O (benzoic acid (R)-2-oxooxazolidin-4-ylmethyl ester). Product: C(C1=CC=CC=C1)(=O)OC[C@H]1N(C(OC1)=O)C1=CC=C(C=C1)C(=O)N1CCN(CC1)C1=NC=C(C=C1C1CC1)C1CC1 ((R)-4-benzoyloxymethyl-3-{4-[4-(3,5-dicyclopropylpyridin-2-yl)piperazine-1-carbonyl]phenyl}oxazolidin-2-one). Isolated yield 90.0%. As a reaction SMILES: [CH:1]1([C:4]2[C:5]([N:13]3[CH2:18][CH2:17][N:16]([C:19]([C:21]4[CH:26]=[CH:25][C:24](I)=[CH:23][CH:22]=4)=[O:20])[CH2:15][CH2:14]3)=[N:6][CH:7]=[C:8]([CH:10]3[CH2:12][CH2:11]3)[CH:9]=2)[CH2:3][CH2:2]1.[O:28]=[C:29]1[NH:33][C@H:32]([CH2:34][O:35][C:36](=[O:43])[C:37]2[CH:42]=[CH:41][CH:40]=[CH:39][CH:38]=2)[CH2:31][O:30]1>>[C:36]([O:35][CH2:34][C@@H:32]1[CH2:31][O:30][C:29](=[O:28])[N:33]1[C:24]1[CH:25]=[CH:26][C:21]([C:19]([N:16]2[CH2:17][CH2:18][N:13]([C:5]3[C:4]([CH:1]4[CH2:3][CH2:2]4)=[CH:9][C:8]([CH:10]4[CH2:11][CH2:12]4)=[CH:7][N:6]=3)[CH2:14][CH2:15]2)=[O:20])=[CH:22][CH:23]=1)(=[O:43])[C:37]1[CH:38]=[CH:39][CH:40]=[CH:41][CH:42]=1. Procedure details: By reaction and treatment in the same manner as in Example 149 and using [4-(3,5-dicyclopropylpyridin-2-yl)piperazin-1-yl](4-iodophenyl)methanone (1.42 g) described in Preparation Example 95 and benzoic acid (R)-2-oxooxazolidin-4-ylmethyl ester (664 mg), the title compound (1.53 g) was obtained. The reactants are C1(=CC=CC=C1)C1(CCCC1)C(=O)O (1-phenylcyclopentanecarboxylic acid), FC(C=1C=C(CN2C[C@H]3[C@@H](C2)[C@H](CC3)N)C=CC1)(F)F ((3aS*,4S*,6aR*)-2-(3-(trifluoromethyl)benzyl)octahydrocyclopenta[c]pyrrol-4-amine), C(C1=CC=CC=C1)N1C[C@H]2[C@@H](C1)C(CC2)N ((3aS*,6aR*)-2-benzyloctahydrocyclopenta[c]pyrrol-4-amine). The product is C(C)C(C(=O)N[C@H]1CC[C@H]2CN(C[C@H]21)CC2=CC(=CC=C2)C(F)(F)F)CC (2-ethyl-N-{(3aS*,4S*,6aR*)-2-[3-(trifluoromethyl)benzyl]octahydrocyclopenta[c]pyrrol-4-yl}butanamide). As a reaction SMILES: [C:1]1([C:7]2([C:12](O)=[O:13])CC[CH2:9][CH2:8]2)C=CC=C[CH:2]=1.[F:15][C:16]([F:34])([F:33])[C:17]1[CH:18]=[C:19]([CH:30]=[CH:31][CH:32]=1)[CH2:20][N:21]1[CH2:25][C@H:24]2[C@@H:26]([NH2:29])[CH2:27][CH2:28][C@H:23]2[CH2:22]1.C(N1C[C@H]2C(N)CC[C@H]2C1)C1C=CC=CC=1>>[CH2:1]([CH:7]([CH2:8][CH3:9])[C:12]([NH:29][C@@H:26]1[C@H:24]2[C@H:23]([CH2:22][N:21]([CH2:20][C:19]3[CH:30]=[CH:31][CH:32]=[C:17]([C:16]([F:33])([F:15])[F:34])[CH:18]=3)[CH2:25]2)[CH2:28][CH2:27]1)=[O:13])[CH3:2]. Procedure: The title compound was prepared by substituting 2-ethylbutanoic acid for 1-phenylcyclopentanecarboxylic acid and (3aS*,4S*,6aR*)-2-(3-(trifluoromethyl)benzyl)octahydrocyclopenta[c]pyrrol-4-amine from Example 122 Step E for (3aS*,6aR*)-2-benzyloctahydrocyclopenta[c]pyrrol-4-amine in the procedure described for Example 1: 1H NMR (500 MHz, pyridine-d5) δ ppm 7.90 (d, J=6.7, 1H), 7.71 (s, 1H), 7.61 (d, J=7.7, 1H), 7.54 (d, J=7.7, 1H), 7.46 (t, J=7.7, 1H), 4.51-4.43 (m, 1H), 3.49 (s, 2H), 2.83 (ddd, ... Starting materials: CC(=O)O (AcOH), [OH-].[Na+] (NaOH), BrBr (Br2), Br[O-] (hypobromite), C1(=CC=CC=C1)C12CC3(CC(CC3C1)C2)C(C)=O (1-(1-phenyltricyclo[3.3.1.03,7]non-3-yl)ethanone). Run in O1CCOCC1 (1,4 dioxane), O (H2O), O (water), O1CCOCC1 (1,4-dioxane). Run at time 15 minute. Product: C1(=CC=CC=C1)C12CC3(CC(CC3C1)C2)C(=O)O (1-phenyltricyclo[3.3.1.03,7]nonane-3-carboxylic acid). The yield is 64.0%. RXN SMILES: [OH-].[Na+].BrBr.Br[O-].[C:7]1([C:13]23[CH2:21][CH:17]4C[CH:19]([CH2:20]2)[C:15](C(=O)C)([CH2:16]4)[CH2:14]3)[CH:12]=[CH:11][CH:10]=[CH:9][CH:8]=1.[CH3:25][C:26]([OH:28])=[O:27]>O1CCOCC1.O>[C:7]1([C:13]23[CH2:14][CH:15]4[CH2:16][CH:17]([CH2:21]2)[C:25]([C:26]([OH:28])=[O:27])([CH2:19]4)[CH2:20]3)[CH:12]=[CH:11][CH:10]=[CH:9][CH:8]=1 |f:0.1|. Reported procedure: To a stirred mixture of NaOH (2.4 g, 60.0 mmol), H2O (16 mL), and 1,4 dioxane (2 mL) at ice bath temperature was added Br2 (0.56 mL, 10.4 mmol) and stirred for 15 minutes. The resulting hypobromite solution was added dropwise to a stirred solution of 1-(1-phenyltricyclo[3.3.1.03,7]non-3-yl)ethanone obtained from preparation I (1.0 g, 4.0 mmol) in 1,4-dioxane (6 mL) at ice bath temperature. After stirring the reaction mixture at r.t. for 1 h, it was again cooled to ice bath temperature and quench... The reactants are NC=1C=C2CN(CC2=CC1)C(=O)C1=C(C=C(C(=C1)C(C)C)OCC1=CC=CC=C1)OCC1=CC=CC=C1 ((5-amino-1,3-dihydro-isoindol-2-yl)-(2,4-bis-benzyloxy-5-isopropyl-phenyl)-methanone), ClCCOCCCl (bis(2-chloroethyl)ether), CCN(C(C)C)C(C)C (Hunigs base), CCN(C(C)C)C(C)C (Hunigs base), ClCCOCCCl (bis(2-chloroethyl)ether). The reagents and catalysts are [I-].C(CCC)[N+](CCCC)(CCCC)CCCC (tetrabutylammonium iodide). The solvent is CN1CCCC1=O (NMP). Run at temperature 150 celsius. The product is C(C1=CC=CC=C1)OC1=C(C=C(C(=C1)OCC1=CC=CC=C1)C(C)C)C(=O)N1CC2=CC=C(C=C2C1)N1CCOCC1 ((2,4-bis-benzyloxy-5-isopropyl-phenyl)-(5-morpholin-4-yl-1,3-dihydro-isoindol-2-yl)-methanone). RXN SMILES: [NH2:1][C:2]1[CH:3]=[C:4]2[C:8](=[CH:9][CH:10]=1)[CH2:7][N:6]([C:11]([C:13]1[CH:18]=[C:17]([CH:19]([CH3:21])[CH3:20])[C:16]([O:22][CH2:23][C:24]3[CH:29]=[CH:28][CH:27]=[CH:26][CH:25]=3)=[CH:15][C:14]=1[O:30][CH2:31][C:32]1[CH:37]=[CH:36][CH:35]=[CH:34][CH:33]=1)=[O:12])[CH2:5]2.Cl[CH2:39][CH2:40][O:41][CH2:42][CH2:43]Cl.CCN(C(C)C)C(C)C>[I-].C([N+](CCCC)(CCCC)CCCC)CCC.CN1C(=O)CCC1>[CH2:31]([O:30][C:14]1[CH:15]=[C:16]([O:22][CH2:23][C:24]2[CH:25]=[CH:26][CH:27]=[CH:28][CH:29]=2)[C:17]([CH:19]([CH3:21])[CH3:20])=[CH:18][C:13]=1[C:11]([N:6]1[CH2:5][C:4]2[C:8](=[CH:9][CH:10]=[C:2]([N:1]3[CH2:43][CH2:42][O:41][CH2:40][CH2:39]3)[CH:3]=2)[CH2:7]1)=[O:12])[C:32]1[CH:37]=[CH:36][CH:35]=[CH:34][CH:33]=1 |f:3.4|. Reported procedure: A mixture of (5-amino-1,3-dihydro-isoindol-2-yl)-(2,4-bis-benzyloxy-5-isopropyl-phenyl)-methanone (100 mg; 0.2 mmol), bis(2-chloroethyl)ether (30 μl; 1.1 equiv.), Hunigs base (125 μl; 3.5 equiv.) and tetrabutylammonium iodide (10 mg) in NMP (1 ml) was heated in a CEM microwave synthesiser at 150° C. for 30 minutes. A further 30 μA of Hunigs base and 125 μl of bis(2-chloroethyl)ether were added and heating repeated for the same time. The reaction mixture was partitioned between EtOAc and saturate...